Dataset: the Open Reaction Database (ORD), a public repository of structured organic reaction records. Task: describe an organic reaction: reactants, conditions, products, and yield Starting materials: C(C)C(C(=O)Cl)C(CC)C (2-Ethyl-3-methyl-pentanoylchloride), S(=O)(Cl)Cl (thionylchloride), C(C)C(C(=O)Cl)C(CC)C (2-ethyl-3-methyl-pentanoylchloride), NC(=O)N (urea). The solvent is C(C)#N (acetonitrile), C(C)#N (acetonitrile). Yields the product C(C)C(C(=O)NC(=O)N)C(CC)C (1-(2-ethyl-3-methyl-pentanoyl)-urea). Reaction SMILES: [CH2:1]([CH:3]([CH:7]([CH3:10])[CH2:8][CH3:9])[C:4](Cl)=[O:5])[CH3:2].S(Cl)(Cl)=O.[NH2:15][C:16]([NH2:18])=[O:17]>C(#N)C>[CH2:1]([CH:3]([CH:7]([CH3:10])[CH2:8][CH3:9])[C:4]([NH:15][C:16]([NH2:18])=[O:17])=[O:5])[CH3:2]. Reported procedure: 2-Ethyl-3-methyl-pentanoylchloride (0.057 mol), was prepared using thionylchloride according to a published method [24], and dissolved in dry acetonitrile (50 ml). The 2-ethyl-3-methyl-pentanoylchloride solution was slowly added to a boiling solution of urea (0.14 moles) in dry acetonitrile (100 ml) and was allowed to reflux for 2 hours. Thereafter the organic solvent was evaporated under reduced pressure and the product was dissolved in 100 ml ethyl acetate and washed three times with 20 ml of ... Starting materials: Cl.C(C)(C)(C)C1=CC(=C(C=N1)C=1N([C@]([C@](N1)(C)C1=CC=C(C=C1)Cl)(C)C1=CC=C(C=C1)Cl)C(=O)N1CCN(CC1)CC(=O)O)OCC ({4-[(4S,5R)-2-(6-tert-Butyl-4-ethoxy-pyridin-3-yl)-4,5-bis-(4-chloro-phenyl)-4,5-dimethyl-4,5-dihydro-imidazole-1-carbonyl]-piperazin-1-yl}-acetic acid hydrochloride), NCC(CO)O (3-amino-propane-1,2-diol). The product is C(C)(C)(C)C1=CC(=C(C=N1)C=1N([C@]([C@](N1)(C)C1=CC=C(C=C1)Cl)(C)C1=CC=C(C=C1)Cl)C(=O)N1CCN(CC1)CC(=O)NCC(CO)O)OCC (2-{4-[(4S,5R)-2-(6-tert-Butyl-4-ethoxy-pyridin-3-yl)-4,5-bis-(4-chloro-phenyl)-4,5-dimethyl-4,5-dihydro-imidazole-1-carbonyl]-piperazin-1-yl}-N-(2,3-dihydroxy-propyl)-acetamide). Reaction SMILES: Cl.[C:2]([C:6]1[N:11]=[CH:10][C:9]([C:12]2[N:13]([C:33]([N:35]3[CH2:40][CH2:39][N:38]([CH2:41][C:42]([OH:44])=O)[CH2:37][CH2:36]3)=[O:34])[C@@:14]([C:26]3[CH:31]=[CH:30][C:29]([Cl:32])=[CH:28][CH:27]=3)([CH3:25])[C@@:15]([C:18]3[CH:23]=[CH:22][C:21]([Cl:24])=[CH:20][CH:19]=3)([CH3:17])[N:16]=2)=[C:8]([O:45][CH2:46][CH3:47])[CH:7]=1)([CH3:5])([CH3:4])[CH3:3].[NH2:48][CH2:49][CH:50]([OH:53])[CH2:51][OH:52]>>[C:2]([C:6]1[N:11]=[CH:10][C:9]([C:12]2[N:13]([C:33]([N:35]3[CH2:40][CH2:39][N:38]([CH2:41][C:42]([NH:48][CH2:49][CH:50]([OH:53])[CH2:51][OH:52])=[O:44])[CH2:37][CH2:36]3)=[O:34])[C@@:14]([C:26]3[CH:31]=[CH:30][C:29]([Cl:32])=[CH:28][CH:27]=3)([CH3:25])[C@@:15]([C:18]3[CH:23]=[CH:22][C:21]([Cl:24])=[CH:20][CH:19]=3)([CH3:17])[N:16]=2)=[C:8]([O:45][CH2:46][CH3:47])[CH:7]=1)([CH3:4])([CH3:3])[CH3:5] |f:0.1|. Procedure details: In a manner analogous to the method described in examples 99, {4-[(4S,5R)-2-(6-tert-butyl-4-ethoxy-pyridin-3-yl)-4,5-bis-(4-chloro-phenyl)-4,5-dimethyl-4,5-dihydro-imidazole-1-carbonyl]-piperazin-1-yl}-acetic acid hydrochloride (example 94) was coupled with 3-amino-propane-1,2-diol (Aldrich) to give the title compound as a mixture of diastereomers. HR-MS (ES, m/z) calculated for C38H49Cl2N6O5 [(M+H)+] 739.3136, observed 739.3139.